This data is from the Open Reaction Database (ORD), a public repository of structured organic reaction records. The task is: describe an organic reaction: reactants, conditions, products, and yield Reactants: C(C)N(C1=NC(=CC(=C1)C1=NC(=NO1)C1=CC(=C(C(=C1)C)CCC(=O)O)CC)C)CC (3-{4-[5-(2-diethylamino-6-methyl-pyridin-4-yl)-[1,2,4]oxadiazol-3-yl]-2-ethyl-6-methyl-phenyl}-propionic acid), C(O)CN (ethanolamine), Cl (HCl). Yields the product C(C)N(C1=NC(=CC(=C1)C1=NC(=NO1)C1=CC(=C(C(=C1)C)CCC(=O)NCCO)CC)C)CC (3-{4-[5-(2-Diethylamino-6-methyl-pyridin-4-yl)-[1,2,4]oxadiazol-3-yl]-2-ethyl-6-methyl-phenyl}-N-(2-hydroxy-ethyl)-propionamide). RXN SMILES: [CH2:1]([N:3]([CH2:30][CH3:31])[C:4]1[CH:9]=[C:8]([C:10]2[O:14][N:13]=[C:12]([C:15]3[CH:20]=[C:19]([CH3:21])[C:18]([CH2:22][CH2:23][C:24]([OH:26])=O)=[C:17]([CH2:27][CH3:28])[CH:16]=3)[N:11]=2)[CH:7]=[C:6]([CH3:29])[N:5]=1)[CH3:2].[CH2:32]([CH2:34][NH2:35])[OH:33].Cl>>[CH2:1]([N:3]([CH2:30][CH3:31])[C:4]1[CH:9]=[C:8]([C:10]2[O:14][N:13]=[C:12]([C:15]3[CH:20]=[C:19]([CH3:21])[C:18]([CH2:22][CH2:23][C:24]([NH:35][CH2:34][CH2:32][OH:33])=[O:26])=[C:17]([CH2:27][CH3:28])[CH:16]=3)[N:11]=2)[CH:7]=[C:6]([CH3:29])[N:5]=1)[CH3:2]. Reported procedure: The title compound is prepared by coupling 3-{4-[5-(2-diethylamino-6-methyl-pyridin-4-yl)-[1,2,4]oxadiazol-3-yl]-2-ethyl-6-methyl-phenyl}-propionic acid with ethanolamine as described in Example 26 omitting the treatment with HCl; LC-MS: tR=0.80 min; [M+1]+=466.26.